Dataset: the Open Reaction Database (ORD), a public repository of structured organic reaction records. Task: describe an organic reaction: reactants, conditions, products, and yield RXN SMILES: [CH:1]1([CH2:2][N:12]2[CH2:13][CH2:14][CH:15]([NH:18][C:19](=[O:20])[c:21]3[nH:22][c:23]4[cH:24][cH:25][cH:26][c:27]([O:30][CH2:31][c:32]5[cH:33][o:34][c:35]6[c:36]5[cH:37][cH:38][c:39]([O:41][CH3:42])[cH:40]6)[c:28]4[cH:29]3)[CH2:16][CH2:17]2)[CH:3]2[N:4]([CH2:5][CH2:6][CH2:7][CH2:8]2)[CH2:9][CH2:10][CH2:11]1.[ClH:43].[ClH:44].[ClH:45].[NH2:46][CH:47]1[CH2:48][CH2:49][N:50]([CH2:53][CH2:54][N:55]2[CH2:56][CH2:57][CH:58]([OH:61])[CH2:59][CH2:60]2)[CH2:51][CH2:52]1>>[N:12]1([CH2:53][CH2:54][N:55]2[CH2:56][CH2:57][CH:58]([OH:61])[CH2:59][CH2:60]2)[CH2:13][CH2:14][CH:15]([NH:18][C:19](=[O:20])[c:21]2[nH:22][c:23]3[cH:24][cH:25][cH:26][c:27]([O:30][CH2:31][c:32]4[cH:33][o:34][c:35]5[c:36]4[cH:37][cH:38][c:39]([O:41][CH3:42])[cH:40]5)[c:28]3[cH:29]2)[CH2:16][CH2:17]1. Product: COc1ccc2c(COc3cccc4[nH]c(C(=O)NC5CCN(CCN6CCC(O)CC6)CC5)cc34)coc2c1. Reactants: COc1ccc2c(COc3cccc4[nH]c(C(=O)NC5CCN(CC6CCCN7CCCCC67)CC5)cc34)coc2c1, Cl, Cl, Cl, NC1CCN(CCN2CCC(O)CC2)CC1. Starting materials: [Al+3], CCOC(=O)C1CCc2ccsc2C1, COC(Cl)Cl, [Cl-], [Cl-], [Cl-], ClCCl, ClC(Cl)Cl, O. The product is CCOC(=O)C1CCc2cc(C=O)sc2C1. Reaction SMILES: [Al+3:19].[CH2:1]([CH3:2])[O:3][C:4](=[O:5])[CH:6]1[CH2:7][CH2:8][c:9]2[c:10]([s:11][cH:12][cH:13]2)[CH2:14]1.[CH3:22][O:23][CH:24]([Cl:25])[Cl:26].[Cl-:18].[Cl-:20].[Cl-:21].[Cl:15][CH2:16][Cl:17].[Cl:28][CH:29]([Cl:30])[Cl:31].[OH2:27]>>[CH2:1]([CH3:2])[O:3][C:4](=[O:5])[CH:6]1[CH2:7][CH2:8][c:9]2[c:10]([s:11][c:12]([CH:22]=[O:23])[cH:13]2)[CH2:14]1. The reactants are COC(=O)C1C(=O)N(C)S(=O)(=O)c2ccsc21, Nc1nccs1, Cc1ccccc1C. Product: CN1C(=O)C(C(=O)Nc2nccs2)c2sccc2S1(=O)=O. As a reaction SMILES: [CH3:1][O:2][C:3](=[O:4])[CH:5]1[C:6](=[O:17])[N:7]([CH3:16])[S:8](=[O:14])(=[O:15])[c:9]2[c:10]1[s:11][cH:12][cH:13]2.[NH2:18][c:19]1[s:20][cH:21][cH:22][n:23]1.[c:24]1([CH3:25])[c:26]([CH3:27])[cH:28][cH:29][cH:30][cH:31]1>>[C:3](=[O:4])([CH:5]1[C:6](=[O:17])[N:7]([CH3:16])[S:8](=[O:14])(=[O:15])[c:9]2[c:10]1[s:11][cH:12][cH:13]2)[NH:18][c:19]1[s:20][cH:21][cH:22][n:23]1. The reactants are C(C)(C)(C)C1=CC=C(C=C1)C1=CC=C(C=C1)C(C)(C)C (4,4′-di-tert-butylbiphenyl), C(C)OCCl (EtOCH2Cl), BrC1=CC(=C(C=C1)NC=1C(=CC2=C(N=CN2)C1F)C=O)Cl (6-(4-Bromo-2-chloro-phenylamino)-7-fluoro-3H-benzoimidazole-5-carbaldehyde). Run in C1CCOC1 (THF), C1CCOC1 (THF). Reaction conditions: time 1 hour. Yields the product BrC1=CC(=C(C=C1)NC=1C(=CC2=C(N=CN2)C1F)C(COCC)O)Cl (1-[6-(4-Bromo-2-chloro-phenylamino)-7-fluoro-3H-benzoimidazol-5-yl]-2-ethoxy-ethanol). Isolated yield 43.7%. RXN SMILES: C(C1C=CC(C2C=CC(C(C)(C)C)=CC=2)=CC=1)(C)(C)C.[CH2:21]([O:23][CH2:24]Cl)[CH3:22].[Br:26][C:27]1[CH:32]=[CH:31][C:30]([NH:33][C:34]2[C:35]([CH:44]=[O:45])=[CH:36][C:37]3[NH:41][CH:40]=[N:39][C:38]=3[C:42]=2[F:43])=[C:29]([Cl:46])[CH:28]=1>C1COCC1>[Br:26][C:27]1[CH:32]=[CH:31][C:30]([NH:33][C:34]2[C:35]([CH:44]([OH:45])[CH2:24][O:23][CH2:21][CH3:22])=[CH:36][C:37]3[NH:41][CH:40]=[N:39][C:38]=3[C:42]=2[F:43])=[C:29]([Cl:46])[CH:28]=1. Procedure: To a solution of lithiomethyl ethyl in THF (6 mL) (prepared from 4,4′-di-tert-butylbiphenyl (5.85 mg, 2.20 mmol). Li (18 mg, 2.59 mmol), and EtOCH2Cl (0.20 mL, 2.05 mmol) by the procedure reported in Tetrahedron 1996, 52, 1943) is added a solution of 6-(4-bromo-2-chloro-phenylamino)-7-fluoro-3H-benzoimidazole-5-carbaldehyde 10f (29 mg, 0.080 mmol) in THF (1 mL) at −78° C. The resulting solution is stirred for 1 hour and then quenched with saturated aqueous NH4Cl at −78° C., warmed to room temper... Reactants: ClC1=NC=C(C(=O)NN)C(=C1)NC(C)C (6-chloro-4-(isopropylamino)nicotinohydrazide), C1=CN(C=N1)C(=O)N2C=CN=C2 (CDI). The solvent is CN(C)C=O (DMF). Yields the product ClC1=CC(=C(C=N1)C1=NNC(O1)=O)NC(C)C (5-(6-chloro-4-(isopropylamino)pyridin-3-yl)-1,3,4-oxadiazol-2(3H)-one). As a reaction SMILES: [Cl:1][C:2]1[CH:11]=[C:10]([NH:12][CH:13]([CH3:15])[CH3:14])[C:5]([C:6]([NH:8][NH2:9])=[O:7])=[CH:4][N:3]=1.C1N=CN([C:21](N2C=NC=C2)=[O:22])C=1>CN(C=O)C>[Cl:1][C:2]1[N:3]=[CH:4][C:5]([C:6]2[O:7][C:21](=[O:22])[NH:9][N:8]=2)=[C:10]([NH:12][CH:13]([CH3:15])[CH3:14])[CH:11]=1. Procedure details: 6-chloro-4-(isopropylamino)nicotinohydrazide (10) (800 mg, 3.5 mmol) was taken in DMF (4 mL). Added CDI (3.8 mmol, 1.1 equiv.) and stirred at room temperature for overnight. The reaction mass was concentrated under reduced pressure to remove excess of DMF. The residue was diluted using EtOAc, washed the EtOAc layer with water followed by brine solution. Collected the EtOAc layer, dried over Na2SO4, filtered and concentrated. The crude material obtained was taken to next step as such, without pur... The reactants are O1CCC=C1 (2,3-dihydrofuran), ClCCl (dichloromethane), O (water), ClCCl (dichloromethane), ClCCl (dichloromethane), C(C=O)(=O)OCC (ethyl glyoxalate), ClCCl (dichloromethane), O (water), C(C)(C)O (isopropyl alcohol), C([O-])([O-])=O.[K+].[K+] (potassium carbonate), N(CCO)CCO (diethanolamine). The reagents and catalysts are CC([O-])C.CC([O-])C.CC([O-])C.CC([O-])C.[Ti+4] (titanium tetra(isopropoxide)), [Ti](Cl)(Cl)(Cl)Cl (titanium tetrachloride). Solvent: C1(=CC=CC=C1)C (toluene). Conditions: time 1 hour. Yields the product OC(C(=O)OCC)C1C(OCC1)OC(C)C (Ethyl hydroxy-(2-isopropoxytetrahydro-3-furanyl)acetate). The yield is 84.5%. Reaction SMILES: ClCCl.[C:4]([O:8][CH2:9][CH3:10])(=[O:7])[CH:5]=[O:6].[O:11]1[CH:15]=[CH:14][CH2:13][CH2:12]1.[CH:16]([OH:19])([CH3:18])[CH3:17].C(=O)([O-])[O-].[K+].[K+].N(CCO)CCO.O>[Ti](Cl)(Cl)(Cl)Cl.CC(C)[O-].CC(C)[O-].CC(C)[O-].CC(C)[O-].[Ti+4].C1(C)C=CC=CC=1>[OH:6][CH:5]([CH:14]1[CH2:13][CH2:12][O:11][CH:15]1[O:19][CH:16]([CH3:18])[CH3:17])[C:4]([O:8][CH2:9][CH3:10])=[O:7] |f:4.5.6,10.11.12.13.14|. Procedure details: In a 1 L round button flask, titanium tetrachloride (17.83 mmoles; 1.96 mL; 3.38 g) was dissolved in dichloromethane (70 mL; 1.092 moles; 92.75 g) at room temperature. Then titanium tetra(isopropoxide) (17.83 mmoles; 5.28 mL; 5.07 g) dissolved in dichloromethane (70 mL; 1.092 moles; 92.75 g) was added dropwise at room temperature. After a 1 hour stirring period, ethyl glyoxalate (1.1 equiv; 39.24 mmoles; 3.55 mL; 4.0 g) free of toluene, dissolved in dichloromethane (8.75 mL; 136.5 mmoles; 11.59 ... Product: CC(C)(C)OC(=O)n1c(=O)[nH]c2cc(Cl)c(Cl)cc21. Reaction SMILES: [C:39](=[O:40])([O-:41])[O-:42].[CH3:45][C:46]#[N:47].[Cl:13][c:14]1[cH:15][c:16]2[c:17]([n:18]([C:29](=[O:30])[O:31][C:32]([CH3:33])([CH3:34])[CH3:35])[c:19](=[O:28])[n:20]2[C:21]([O:22][C:23]([CH3:24])([CH3:25])[CH3:26])=[O:27])[cH:36][c:37]1[Cl:38].[Cl:1][c:2]1[c:3]([Cl:4])[cH:5][c:6]2[nH:7][c:8](=[O:9])[nH:10][c:11]2[cH:12]1.[K+:43].[K+:44]>>[Cl:13][c:14]1[cH:15][c:16]2[c:17]([n:18]([C:29](=[O:30])[O:31][C:32]([CH3:33])([CH3:34])[CH3:35])[c:19](=[O:28])[nH:20]2)[cH:36][c:37]1[Cl:38]. Reactants: O=C([O-])[O-], CC#N, CC(C)(C)OC(=O)n1c(=O)n(C(=O)OC(C)(C)C)c2cc(Cl)c(Cl)cc21, O=c1[nH]c2cc(Cl)c(Cl)cc2[nH]1, [K+], [K+].